Task: describe an organic reaction: reactants, conditions, products, and yield. Dataset: the Open Reaction Database (ORD), a public repository of structured organic reaction records Reactants: N1C=NC=C1 (imidazole), COC1=CC=C(CCl)C=C1 (p-methoxybenzyl chloride). Run in C(C)#N (acetonitrile). The product is COC1=CC=C(CN2C=NC=C2)C=C1 (N-p-methoxybenzylimidazole). The yield is 69.3%. RXN SMILES: [NH:1]1[CH:5]=[CH:4][N:3]=[CH:2]1.[CH3:6][O:7][C:8]1[CH:15]=[CH:14][C:11]([CH2:12]Cl)=[CH:10][CH:9]=1>C(#N)C>[CH3:6][O:7][C:8]1[CH:15]=[CH:14][C:11]([CH2:12][N:1]2[CH:5]=[CH:4][N:3]=[CH:2]2)=[CH:10][CH:9]=1. Procedure details: To a stirred solution of imidazole (25.53 g, 375 mmole) in acetonitrile (625 ml) was added p-methoxybenzyl chloride (16.95 ml, 125 mmole). The reaction was refluxed for 16 hours, evaporated to dryness, and redissolved in methylene chloride and saturated sodium bicarbonate. The organic layer was extracted with water twice. Standard acid/base workup gave N-p-methoxybenzylimidazole (16.3 g, 69%) which was used without further purification: Starting materials: Cl.C(C=C)ON (O-2-propenylhydroxylamine hydrochloride), CO (methanol), O.Cl.Cl.NCC(=O)CN (1,3-Diaminoacetone dihydrochloride monohydrate). The product is Cl.C(C=C)ON=C1CN=CNC1 (1,6-Dihydro-5(4H)-pyrimidinone O-(2-propenyl)oxime monohydrochloride). The yield is 57.0%. RXN SMILES: O.[ClH:2].Cl.[NH2:4][CH2:5][C:6]([CH2:8][NH2:9])=O.Cl.[CH2:11]([O:14][NH2:15])[CH:12]=[CH2:13].[CH3:16]O>>[ClH:2].[CH2:11]([O:14][N:15]=[C:6]1[CH2:8][NH:9][CH:16]=[N:4][CH2:5]1)[CH:12]=[CH2:13] |f:0.1.2.3,4.5,7.8|. Reported procedure: 1,3-Diaminoacetone dihydrochloride monohydrate (2.00 g, 11.2 mmol) was dissolved in refluxing methanol and O-2-propenylhydroxylamine hydrochloride (2.40 g, 21.9 mmol) was added. After refluxing for 96 hours the solvent was evaporated. The crude product was dissolved in methanol and an excess of trimethylorthoformate was added to the reaction mixture which was heated to reflux. After 48 hours the solvent was removed in vacuo. Crystallization from methanol/ethyl acetate afforded 1.20 g (57%) of wh... Reactants: S(O)(O)(=O)=O (sulfuric acid), O (water), C1(=CC=CC=C1)C=1OC(=C(N1)CCO)C (2-phenyl-4-hydroxyethyl5-methyloxazole), O (water). The reagents and catalysts are [O-2].[O-2].[O-2].[Cr+6] (chromium trioxide). Run in CC(=O)C (acetone). Conditions: time 40 minute. Product: C1(=CC=CC=C1)C=1OC(=C(N1)CC(=O)O)C (2-Phenyl-5-methyloxazol-4-ylacetic acid). As a reaction SMILES: [C:1]1([C:7]2[O:8][C:9]([CH3:15])=[C:10]([CH2:12][CH2:13][OH:14])[N:11]=2)[CH:6]=[CH:5][CH:4]=[CH:3][CH:2]=1.S(=O)(=O)(O)[OH:17].O>CC(C)=O.[O-2].[O-2].[O-2].[Cr+6]>[C:1]1([C:7]2[O:8][C:9]([CH3:15])=[C:10]([CH2:12][C:13]([OH:17])=[O:14])[N:11]=2)[CH:2]=[CH:3][CH:4]=[CH:5][CH:6]=1 |f:4.5.6.7|. Procedure: To a solution of 1.0 g of 2-phenyl-4-hydroxyethyl5-methyloxazole in 20 ml of acetone was added a solution consisting of 1 g of chromium trioxide, 0.9 ml of concentrated sulfuric acid and 4 ml of water and the reaction stirred at room temperature for 40 minutes. The reaction mixture was poured into water (60 ml) and the product extracted with 150 ml of ethyl acetate. The organic layer was washed with water (2×50 ml) and dried over sodium sulfate. Removal of the solvent gave the crude product as a... Reactants: BrC=1C=C(COCC2(CCN(CC2)C(=O)OC(C)(C)C)C2=CC=C(C=C2)F)C=C(C1)C(F)(F)F (tert-Butyl 4-((3-bromo-5-(trifluoromethyl)benzyloxy)methyl)-4-(4-fluorophenyl)piperidine-1-carboxylate), C(#N)C1=CC=C(C=C1)B(O)O (4-cyanophenylboronic acid), [OH-].[K+] (potassium hydroxide). The reagents and catalysts are [Pd].C1(=CC=CC=C1)P(C1=CC=CC=C1)C1=CC=CC=C1.C1(=CC=CC=C1)P(C1=CC=CC=C1)C1=CC=CC=C1.C1(=CC=CC=C1)P(C1=CC=CC=C1)C1=CC=CC=C1.C1(=CC=CC=C1)P(C1=CC=CC=C1)C1=CC=CC=C1 (tetrakis(triphenylphosphine) palladium(0)). Run in O1CCCC1 (tetrahydrofuran). Run at temperature 120 celsius. Product: C(#N)C1=CC=C(C=C1)C1=CC(=CC(=C1)C(F)(F)F)COCC1(CCN(CC1)C(=O)OC(C)(C)C)C1=CC=C(C=C1)F (tert-Butyl 4-(((4′-cyano-5-(trifluoromethyl)biphenyl-3-yl)methoxy)methyl)-4-(4-fluorophenyl)piperidine-1-carboxylate). As a reaction SMILES: Br[C:2]1[CH:3]=[C:4]([CH:28]=[C:29]([C:31]([F:34])([F:33])[F:32])[CH:30]=1)[CH2:5][O:6][CH2:7][C:8]1([C:21]2[CH:26]=[CH:25][C:24]([F:27])=[CH:23][CH:22]=2)[CH2:13][CH2:12][N:11]([C:14]([O:16][C:17]([CH3:20])([CH3:19])[CH3:18])=[O:15])[CH2:10][CH2:9]1.[C:35]([C:37]1[CH:42]=[CH:41][C:40](B(O)O)=[CH:39][CH:38]=1)#[N:36].[OH-].[K+]>O1CCCC1.[Pd].C1(P(C2C=CC=CC=2)C2C=CC=CC=2)C=CC=CC=1.C1(P(C2C=CC=CC=2)C2C=CC=CC=2)C=CC=CC=1.C1(P(C2C=CC=CC=2)C2C=CC=CC=2)C=CC=CC=1.C1(P(C2C=CC=CC=2)C2C=CC=CC=2)C=CC=CC=1>[C:35]([C:37]1[CH:42]=[CH:41][C:40]([C:2]2[CH:30]=[C:29]([C:31]([F:33])([F:34])[F:32])[CH:28]=[C:4]([CH2:5][O:6][CH2:7][C:8]3([C:21]4[CH:26]=[CH:25][C:24]([F:27])=[CH:23][CH:22]=4)[CH2:9][CH2:10][N:11]([C:14]([O:16][C:17]([CH3:20])([CH3:19])[CH3:18])=[O:15])[CH2:12][CH2:13]3)[CH:3]=2)=[CH:39][CH:38]=1)#[N:36] |f:2.3,5.6.7.8.9|. Procedure: tert-Butyl 4-((3-bromo-5-(trifluoromethyl)benzyloxy)methyl)-4-(4-fluorophenyl)piperidine-1-carboxylate (130.0 mg, 0.24 mmol), 4-cyanophenylboronic acid (140.0 mg, 0.95 mmol), and tetrakis(triphenylphosphine) palladium(0) (37.1 mg, 0.024 mmol) were combined in dry tetrahydrofuran (3 mL) in a microwave tube and sealed. The mixture was flushed with nitrogen. To this was added potassium hydroxide (1 N in water, 0.75 mL, 0.75 mmol). The mixture was heated at 120° C. for 1 h via microwave. After cooli...